Dataset: the Open Reaction Database (ORD), a public repository of structured organic reaction records. Task: describe an organic reaction: reactants, conditions, products, and yield The reactants are CCOC(=O)COc1ccc(SCc2cc(C#CCN3CCOCC3)cc(OCC3CC3)c2)cc1C, CCO, Cl, [Na+], [OH-]. The product is Cc1cc(SCc2cc(C#CCN3CCOCC3)cc(OCC3CC3)c2)ccc1OCC(=O)O. Reaction SMILES: [CH2:1]([CH3:2])[O:3][C:4]([CH2:5][O:6][c:7]1[c:8]([CH3:35])[cH:9][c:10]([S:13][CH2:14][c:15]2[cH:16][c:17]([O:30][CH2:31][CH:32]3[CH2:33][CH2:34]3)[cH:18][c:19]([C:21]#[C:22][CH2:23][N:24]3[CH2:25][CH2:26][O:27][CH2:28][CH2:29]3)[cH:20]2)[cH:11][cH:12]1)=[O:36].[CH3:40][CH2:41][OH:42].[ClH:39].[Na+:38].[OH-:37]>>[O:3]=[C:4]([CH2:5][O:6][c:7]1[c:8]([CH3:35])[cH:9][c:10]([S:13][CH2:14][c:15]2[cH:16][c:17]([O:30][CH2:31][CH:32]3[CH2:33][CH2:34]3)[cH:18][c:19]([C:21]#[C:22][CH2:23][N:24]3[CH2:25][CH2:26][O:27][CH2:28][CH2:29]3)[cH:20]2)[cH:11][cH:12]1)[OH:36]. Reactants: NNCc1ccc(Br)cc1, CC(C)C(NC(=O)OCc1ccccc1)C(=O)O, CCN=C=NCCCN(C)C, CCOC(C)=O, On1nnc2ccccc21. Product: CC(C)C(NC(=O)OCc1ccccc1)C(=O)NNCc1ccc(Br)cc1. RXN SMILES: [Br:40][c:41]1[cH:42][cH:43][c:44]([CH2:45][NH:46][NH2:47])[cH:48][cH:49]1.[C:1](=[O:2])([O:3][CH2:4][c:5]1[cH:6][cH:7][cH:8][cH:9][cH:10]1)[NH:11][CH:12]([CH:13]([CH3:14])[CH3:15])[C:16](=[O:17])[OH:18].[CH3:19][CH2:20][N:21]=[C:22]=[N:23][CH2:24][CH2:25][CH2:26][N:27]([CH3:28])[CH3:29].[CH3:50][CH2:51][O:52][C:53]([CH3:54])=[O:55].[OH:30][n:31]1[c:32]2[c:33]([cH:34][cH:35][cH:36][cH:37]2)[n:38][n:39]1>>[C:1](=[O:2])([O:3][CH2:4][c:5]1[cH:6][cH:7][cH:8][cH:9][cH:10]1)[NH:11][CH:12]([CH:13]([CH3:14])[CH3:15])[C:16](=[O:18])[NH:47][NH:46][CH2:45][c:44]1[cH:43][cH:42][c:41]([Br:40])[cH:49][cH:48]1.